From a dataset of the Open Reaction Database (ORD), a public repository of structured organic reaction records. describe an organic reaction: reactants, conditions, products, and yield Run in O (water). Run at time 3 hour. Isolated yield 70.8%. The reactants are C1(=CC=CC=C1)C#CC=1C=C(C=CC1)[N+](=O)[O-] (3-phenylethynylnitrobenzene), O.O.O.O.O.O.O.O.O.[S-2].[Na+].[Na+] (sodium sulfide nonahydrate), CO (methanol). As a reaction SMILES: [C:1]1([C:7]#[C:8][C:9]2[CH:10]=[C:11]([N+:15]([O-])=O)[CH:12]=[CH:13][CH:14]=2)[CH:6]=[CH:5][CH:4]=[CH:3][CH:2]=1.O.O.O.O.O.O.O.O.O.[S-2].[Na+].[Na+].CO>O>[C:1]1([C:7]#[C:8][C:9]2[CH:10]=[C:11]([CH:12]=[CH:13][CH:14]=2)[NH2:15])[CH:2]=[CH:3][CH:4]=[CH:5][CH:6]=1 |f:1.2.3.4.5.6.7.8.9.10.11.12|. Procedure details: To a 5-liter multi-necked flask fitted with a mechanical stirrer, reflux condenser, and thermometer was charged 215.6 g (0.96 mol) of 3-phenylethynylnitrobenzene obtained as described above, 600.2 g (2.5 mol) of sodium sulfide nonahydrate, 2 liters of methanol, and 500 ml of distilled water. The system is brought to 70° C. for 3 hours at which point the reduction is complete by thin layer chromatography. The reaction mixture is cooled to room temperature and the methanol removed by a rotary evap... Yields the product C1(=CC=CC=C1)C#CC=1C=C(N)C=CC1 (3-phenylethynylaniline). Yields the product O=S(=O)(NCCCN1CCOCC1)C(F)(F)F. The reactants are NCCCN1CCOCC1, O=S(=O)(NCCN1CCOCC1)C(F)(F)F. As a reaction SMILES: [NH2:1][CH2:2][CH2:3][CH2:4][N:5]1[CH2:6][CH2:7][O:8][CH2:9][CH2:10]1.[O:11]1[CH2:12][CH2:13][N:14]([CH2:15][CH2:16][NH:17][S:20](=[O:21])(=[O:22])[C:23]([F:24])([F:25])[F:26])[CH2:18][CH2:19]1>>[NH:1]([CH2:2][CH2:3][CH2:4][N:5]1[CH2:6][CH2:7][O:8][CH2:9][CH2:10]1)[S:20](=[O:21])(=[O:22])[C:23]([F:24])([F:25])[F:26].